The task is: describe an organic reaction: reactants, conditions, products, and yield. This data is from the Open Reaction Database (ORD), a public repository of structured organic reaction records. Reactants: N1(CCOCC1)C=1C2=C(N=C(N1)[Sn](CCCC)(CCCC)CCCC)C=C(S2)CN2CCN(CC2)C(C(=O)N)(C)C (2-[4-(4-morpholin-4-yl-2-tributylstannanyl-thieno[3,2-d]pyrimidin-6-ylmethyl)-piperazin-1-yl]-isobutyramide), C(C)(C)(C)OC(=O)N1C=C(C=2C1=CN=CC2)Br (3-bromo-pyrrolo[2,3-c]pyridine-1-carboxylic acid tert-butyl ester). The reagents and catalysts are S1C(=CC=C1)C(=O)[O-].[Cu+] (copper(I) thiophene-2-carboxylate), C=1C=CC(=CC1)[P](C=2C=CC=CC2)(C=3C=CC=CC3)[Pd]([P](C=4C=CC=CC4)(C=5C=CC=CC5)C=6C=CC=CC6)([P](C=7C=CC=CC7)(C=8C=CC=CC8)C=9C=CC=CC9)[P](C=1C=CC=CC1)(C=1C=CC=CC1)C=1C=CC=CC1 (Pd(PPh3)4). The solvent is O1CCOCC1 (1,4-dioxane). Run at temperature 140 celsius. The product is CC(C(=O)N)(C)N1CCN(CC1)CC1=CC=2N=C(N=C(C2S1)N1CCOCC1)C1=CNC2=CN=CC=C21 (2-methyl-2-(4-((4-morpholino-2-(1H-pyrrolo[2,3-c]pyridin-3-yl)thieno[3,2-d]pyrimidin-6-yl)methyl)piperazin-1-yl)propanamide). The yield is 10.0%. Reaction SMILES: [N:1]1([C:7]2[C:8]3[S:28][C:27]([CH2:29][N:30]4[CH2:35][CH2:34][N:33]([C:36]([CH3:41])([CH3:40])[C:37]([NH2:39])=[O:38])[CH2:32][CH2:31]4)=[CH:26][C:9]=3[N:10]=[C:11]([Sn](CCCC)(CCCC)CCCC)[N:12]=2)[CH2:6][CH2:5][O:4][CH2:3][CH2:2]1.C(OC([N:49]1[C:53]2=[CH:54][N:55]=[CH:56][CH:57]=[C:52]2[C:51](Br)=[CH:50]1)=O)(C)(C)C>S1C=CC=C1C([O-])=O.[Cu+].C1C=CC([P]([Pd]([P](C2C=CC=CC=2)(C2C=CC=CC=2)C2C=CC=CC=2)([P](C2C=CC=CC=2)(C2C=CC=CC=2)C2C=CC=CC=2)[P](C2C=CC=CC=2)(C2C=CC=CC=2)C2C=CC=CC=2)(C2C=CC=CC=2)C2C=CC=CC=2)=CC=1.O1CCOCC1>[CH3:41][C:36]([N:33]1[CH2:32][CH2:31][N:30]([CH2:29][C:27]2[S:28][C:8]3[C:7]([N:1]4[CH2:6][CH2:5][O:4][CH2:3][CH2:2]4)=[N:12][C:11]([C:51]4[C:52]5[C:53](=[CH:54][N:55]=[CH:56][CH:57]=5)[NH:49][CH:50]=4)=[N:10][C:9]=3[CH:26]=2)[CH2:35][CH2:34]1)([CH3:40])[C:37]([NH2:39])=[O:38] |f:2.3,^1:71,73,92,111|. Reported procedure: To a mixture of 2-[4-(4-morpholin-4-yl-2-tributylstannanyl-thieno[3,2-d]pyrimidin-6-ylmethyl)-piperazin-1-yl]-isobutyramide (275 mg, 0.396 mmol), 3-bromo-pyrrolo[2,3-c]pyridine-1-carboxylic acid tert-butyl ester (177 mg, 0.596 mmol), copper(I) thiophene-2-carboxylate (76 mg, 0.40 mmol), and Pd(PPh3)4 (46 mg, 0.040 mmol) was added 1,4-dioxane (2 mL). The reaction vessel was evacuated and back filled with argon under sonication. The reaction mixture was heated in the microwave at 140° C. for 20 mi... Reactants: [Cl-].[Na+] (sodium chloride), [H-].COCCO[Al+]OCCOC (bis (2-methoxyethoxy) aluminum hydride), CON(C(=O)[C@H](CCCC)NC(OC(C)(C)C)=O)C (tert-butyl (1S)-1-{[methoxy(methyl)amino]carbonyl}pentylcarbamate). Run in C1(=CC=CC=C1)C (toluene), C1(=CC=CC=C1)C (toluene). Reaction conditions: time 2 hour. Yields the product C(=O)[C@H](CCCC)NC(OC(C)(C)C)=O (tert-butyl (1S)-1-formylpentylcarbamate). As a reaction SMILES: [H-].COCCO[Al+]OCCOC.CON(C)[C:16]([C@@H:18]([NH:23][C:24](=[O:30])[O:25][C:26]([CH3:29])([CH3:28])[CH3:27])[CH2:19][CH2:20][CH2:21][CH3:22])=[O:17].[Cl-].[Na+]>C1(C)C=CC=CC=1>[CH:16]([C@@H:18]([NH:23][C:24](=[O:30])[O:25][C:26]([CH3:29])([CH3:28])[CH3:27])[CH2:19][CH2:20][CH2:21][CH3:22])=[O:17] |f:0.1,3.4|. Procedure: To a stirred solution of bis (2-methoxyethoxy) aluminum hydride (54.0 mL, 65% by weight in toluene, 180.0 mmol) in toluene (100 mL) at −20° C. was added a solution of tert-butyl (1S)-1-{[methoxy(methyl)amino]carbonyl}pentylcarbamate (35.0 g, 120.0 mmol) in toluene (100 mL) over 30 min. After 2 h at −20° C., 3M sodium chloride (300 mL) was added dropwise, and the layers were separated. The toluene portion was washed with 1N hydrochloric acid (2×100 mL), 0.1N sodium hydroxide (2×50 mL), and brine ... The reactants are C(C)(C)(C)OC(=O)N1C[C@H](CC1)NC=1C2=C(N=CN1)CCN(C2)CC2=CC=CC=C2 ((S)-3-(6-benzyl-5,6,7,8-tetrahydro-pyrido[4,3-d]pyrimidin-4-ylamino)-pyrrolidine-1-carboxylic acid tert-butyl ester), C(C)(C)(C)OC(=O)N1C[C@H](CC1)NC=1C2=C(N=CN1)CCN(C2)CC2=CC=CC=C2 ((S)-3-(6-benzyl-5,6,7,8-tetrahydro-pyrido[4,3-d]pyrimidin-4-ylamino)-pyrrolidine-1-carboxylic acid tert-butyl ester), C(=O)(O)[O-].[Na+] (NaHCO3), C(=O)[O-].[NH4+] (ammonium formate), C(=O)[O-].[NH4+] (ammonium formate). The reagents and catalysts are [OH-].[OH-].[Pd+2] (palladium hydroxide on carbon). Run in CCOC(=O)C (EtOAc), CO (MeOH), C(Cl)Cl (CH2Cl2). Product: C(C)(C)(C)OC(=O)N1C[C@H](CC1)NC=1C2=C(N=CN1)CCNC2 ((S)-3-(5,6,7,8-tetrahydro-pyrido[4,3-d]pyrimidin-4-ylamino)-pyrrolidine-1-carboxylic acid tert-butyl ester). Yield: 66.2%. As a reaction SMILES: [C:1]([O:5][C:6]([N:8]1[CH2:12][CH2:11][C@H:10]([NH:13][C:14]2[C:15]3[CH2:23][N:22](CC4C=CC=CC=4)[CH2:21][CH2:20][C:16]=3[N:17]=[CH:18][N:19]=2)[CH2:9]1)=[O:7])([CH3:4])([CH3:3])[CH3:2].C([O-])=O.[NH4+].C([O-])(O)=O.[Na+]>CO.C(Cl)Cl.CCOC(C)=O.[OH-].[OH-].[Pd+2]>[C:1]([O:5][C:6]([N:8]1[CH2:12][CH2:11][C@H:10]([NH:13][C:14]2[C:15]3[CH2:23][NH:22][CH2:21][CH2:20][C:16]=3[N:17]=[CH:18][N:19]=2)[CH2:9]1)=[O:7])([CH3:4])([CH3:2])[CH3:3] |f:1.2,3.4,8.9.10|. Procedure details: To a solution of (S)-3-(6-benzyl-5,6,7,8-tetrahydro-pyrido[4,3-d]pyrimidin-4-ylamino)-pyrrolidine-1-carboxylic acid tert-butyl ester (intermediate 22) (30.1 g, 73.5 mmol) in MeOH (100 mL) was added 20% palladium hydroxide on carbon (3.3 g) then ammonium formate (4.63 g, 73.5 mmol) and the mixture heated at reflux for 1 h. Added ammonium formate (0.38 g, 6.02 mmol) and continued heating at reflux for 30 min. The reaction mixture was allowed to cool and filtered through a celite pad, washing with ... The reactants are ethyleneterephtalate, C(=O)=O (carbon dioxide), C([O-])(O)=O.[K+] (potassium bicarbonate), C1(C2=CC=C(C(=O)OCCO1)C=C2)=O (ethylene terephtalate). The solvent is O (water), O (water). Reaction conditions: temperature 190 celsius. The product is C(C1=CC=C(C(=O)O)C=C1)(=O)O (terephtalic acid). As a reaction SMILES: C(=O)(O)[O-].[K+].[C:6]1(=[O:19])[O:16]CC[O:13][C:11](=[O:12])[C:10]2[CH:17]=[CH:18][C:7]1=[CH:8][CH:9]=2.C(=O)=O>O>[C:6]([OH:19])(=[O:16])[C:7]1[CH:18]=[CH:17][C:10]([C:11]([OH:13])=[O:12])=[CH:9][CH:8]=1 |f:0.1|. Procedure details: In a heated autoclave, provided with a mixer and filled partially with water, disintegrated poly/ethyleneterephtalate/ wastes in a form of scraps of bottles and textiles were placed in the amount of 1000 g together with a solution of 1043 g of potassium bicarbonate (KHCO3) in 10 liters of water, and then a content of the reactor was heated up to 190° C. and the temperature was kept till the digestion of poly/ethylene terephtalate/ was completed and the formation of carbon dioxide was stopped. Th... Reactants: COc1nc(OC)nc([N+]2(C)CCOCC2)n1, CO, [Cl-], CN(C)C1(c2ccccc2)CCC(CN)CC1, O=C(O)CCCCc1c[nH]c2ccccc12. Yields the product CN(C)C1(c2ccccc2)CCC(CNC(=O)CCCCc2c[nH]c3ccccc23)CC1. As a reaction SMILES: [CH3:19][O:20][c:21]1[n:22][c:23]([O:24][CH3:25])[n:26][c:27]([N+:28]2([CH3:29])[CH2:30][CH2:31][O:32][CH2:33][CH2:34]2)[n:35]1.[CH3:52][OH:53].[Cl-:18].[NH2:1][CH2:2][CH:3]1[CH2:4][CH2:5][C:6]([c:9]2[cH:10][cH:11][cH:12][cH:13][cH:14]2)([N:15]([CH3:16])[CH3:17])[CH2:7][CH2:8]1.[nH:36]1[cH:37][c:38]([CH2:45][CH2:46][CH2:47][CH2:48][C:49](=[O:50])[OH:51])[c:39]2[cH:40][cH:41][cH:42][cH:43][c:44]12>>[NH:1]([CH2:2][CH:3]1[CH2:4][CH2:5][C:6]([c:9]2[cH:10][cH:11][cH:12][cH:13][cH:14]2)([N:15]([CH3:16])[CH3:17])[CH2:7][CH2:8]1)[C:49]([CH2:48][CH2:47][CH2:46][CH2:45][c:38]1[cH:37][nH:36][c:44]2[c:39]1[cH:40][cH:41][cH:42][cH:43]2)=[O:50]. Starting materials: CC(=O)c1ccc(C=C2SC(=O)NC2=O)cc1, CO, O=Cc1ccccc1, [Na+], [OH-]. Product: O=C1NC(=O)C(=Cc2ccc(C(=O)C=Cc3ccccc3)cc2)S1. Reaction SMILES: [C:1]([CH3:2])(=[O:3])[c:4]1[cH:5][cH:6][c:7]([CH:10]=[C:11]2[C:12](=[O:17])[NH:13][C:14](=[O:16])[S:15]2)[cH:8][cH:9]1.[CH3:28][OH:29].[CH:18](=[O:19])[c:20]1[cH:21][cH:22][cH:23][cH:24][cH:25]1.[Na+:27].[OH-:26]>>[C:1]([CH:2]=[CH:18][c:20]1[cH:21][cH:22][cH:23][cH:24][cH:25]1)(=[O:3])[c:4]1[cH:5][cH:6][c:7]([CH:10]=[C:11]2[C:12](=[O:17])[NH:13][C:14](=[O:16])[S:15]2)[cH:8][cH:9]1. The reactants are C#CC1(OC(=O)CCC)CN2CCC1CC2, CO, [K+], [OH-]. Product: C#CC1(O)CN2CCC1CC2. RXN SMILES: [C:1](#[CH:2])[C:3]1([O:11][C:12](=[O:13])[CH2:14][CH2:15][CH3:16])[CH2:4][N:5]2[CH2:6][CH2:7][CH:8]1[CH2:9][CH2:10]2.[CH3:19][OH:20].[K+:18].[OH-:17]>>[C:1](#[CH:2])[C:3]1([OH:11])[CH2:4][N:5]2[CH2:6][CH2:7][CH:8]1[CH2:9][CH2:10]2. The solvent is CCOC(=O)C (EtOAc), ClCCCl (DCE). Yields the product IC1=CC=C(C=C1)NCC1=C(C=C(C=C1)C(F)(F)F)C=1C=CC(=NC1)C(=O)NCCC(=O)OCC (ethyl 3-(5-(2-(((4-iodophenyl)amino)methyl)-5-(trifluoromethyl)phenyl)picolinamido)propanoate). Starting materials: [BH-](OC(=O)C)(OC(=O)C)OC(=O)C.[Na+] (NaBH(OAc)3), C(=O)C1=C(C=C(C=C1)C(F)(F)F)C=1C=CC(=NC1)C(=O)NCCC(=O)OCC (ethyl 3-(5-(2-formyl-5-(trifluoromethyl)phenyl)picolinamido)propanoate), IC1=CC=C(N)C=C1 (4-iodoaniline), CC(=O)O (AcOH). RXN SMILES: [BH-](OC(C)=O)(OC(C)=O)OC(C)=O.[Na+].[CH:15]([C:17]1[CH:22]=[CH:21][C:20]([C:23]([F:26])([F:25])[F:24])=[CH:19][C:18]=1[C:27]1[CH:28]=[CH:29][C:30]([C:33]([NH:35][CH2:36][CH2:37][C:38]([O:40][CH2:41][CH3:42])=[O:39])=[O:34])=[N:31][CH:32]=1)=O.[I:43][C:44]1[CH:50]=[CH:49][C:47]([NH2:48])=[CH:46][CH:45]=1.CC(O)=O>CCOC(C)=O.ClCCCl>[I:43][C:44]1[CH:50]=[CH:49][C:47]([NH:48][CH2:15][C:17]2[CH:22]=[CH:21][C:20]([C:23]([F:25])([F:24])[F:26])=[CH:19][C:18]=2[C:27]2[CH:28]=[CH:29][C:30]([C:33]([NH:35][CH2:36][CH2:37][C:38]([O:40][CH2:41][CH3:42])=[O:39])=[O:34])=[N:31][CH:32]=2)=[CH:46][CH:45]=1 |f:0.1|. Procedure: Solid NaBH(OAc)3 (2.2 g, 10.1 mmol) was added to a DCE solution (22 mL) of ethyl 3-(5-(2-formyl-5-(trifluoromethyl)phenyl)picolinamido)propanoate (2.0 g, 5.1 mmol), 4-iodoaniline (1.2 g, 5.6 mmol), and AcOH (1.2 mL, 20.3 mmol) and the resulting mixture was stirred at room temperature. After 16 h the resulting mixture diluted with EtOAc washed with water and brine, dried (Na2SO4), dry-packed onto silica gel and purified via column chromatography to yield the title compound.